From a dataset of the Open Reaction Database (ORD), a public repository of structured organic reaction records. describe an organic reaction: reactants, conditions, products, and yield The reactants are CCOCC, O=[N+]([O-])c1ccc(F)c(Cl)c1F, Cl, O, Cl[Sn]Cl. Yields the product Nc1ccc(F)c(Cl)c1F. As a reaction SMILES: [CH3:17][CH2:18][O:19][CH2:20][CH3:21].[Cl:4][c:5]1[c:6]([F:15])[c:7]([N+:12]([O-:13])=[O:14])[cH:8][cH:9][c:10]1[F:11].[ClH:16].[OH2:22].[Sn:1]([Cl:2])[Cl:3]>>[Cl:4][c:5]1[c:6]([F:15])[c:7]([NH2:12])[cH:8][cH:9][c:10]1[F:11]. Reported procedure: Dissolve 3-[(p-fluorophenacyl)methylamino]-2-carbethoxy-4,6-dichloroindole (660 mg, 1.61 mmol) in tetrahydrofuran (5 mL) and water (5 mL). Add lithium hydroxide (203 mg, 4.8 mmol) and stir for 24 hours at room temperture. Dilute the reaction with water(20 mL) and ethyl acetate (50 mL) and acidify. Separate the layers and dry the organic phase over magnesium sulfate, filter and dilute the filtrate with hexane (100 mL). Recrystallize from this solution to yield the title compound as a white powder... Isolated yield 86.4%. The solvent is O1CCCC1 (tetrahydrofuran), O (water), O (water). RXN SMILES: [F:1][C:2]1[CH:28]=[CH:27][C:5]([C:6](=[O:26])[CH2:7][CH2:8][NH:9][C:10]2[C:18]3[C:13](=[CH:14][C:15]([Cl:20])=[CH:16][C:17]=3[Cl:19])[NH:12][C:11]=2[C:21]([O:23]CC)=[O:22])=[CH:4][CH:3]=1.[OH-].[Li+].C(OCC)(=O)C>O1CCCC1.O>[F:1][C:2]1[CH:3]=[CH:4][C:5]([C:6](=[O:26])[CH2:7][CH2:8][NH:9][C:10]2[C:18]3[C:13](=[CH:14][C:15]([Cl:20])=[CH:16][C:17]=3[Cl:19])[NH:12][C:11]=2[C:21]([OH:23])=[O:22])=[CH:27][CH:28]=1 |f:1.2|. The reactants are FC1=CC=C(C(CCNC2=C(NC3=CC(=CC(=C23)Cl)Cl)C(=O)OCC)=O)C=C1 (3-[(p-fluorophenacyl)methylamino]-2-carbethoxy-4,6-dichloroindole), [OH-].[Li+] (lithium hydroxide), C(C)(=O)OCC (ethyl acetate). Yields the product FC1=CC=C(C(CCNC2=C(NC3=CC(=CC(=C23)Cl)Cl)C(=O)O)=O)C=C1 (3-[(p-fluorophenacyl)methylamino]-2-carboxy-4,6-dichloroindole). Reactants: OC=1C=C2C=C(NC2=CC1)C(=O)[O-] (5-hydroxyindole-2-carboxylate), C(=O)([O-])[O-].[Cs+].[Cs+] (Cs2CO3), ClC=1SC2=C(N1)C=CC=C2 (2-chlorobenzthiazole). The solvent is CS(=O)C (DMSO). Reaction conditions: temperature 70 celsius. The product is S1C(=NC2=C1C=CC=C2)OC=2C=C1C=C(NC1=CC2)C(=O)O (5-(Benzothiazol-2-yloxy)-1H-indole-2-carboxylic acid). Yield: 86.3%. RXN SMILES: [OH:1][C:2]1[CH:3]=[C:4]2[C:8](=[CH:9][CH:10]=1)[NH:7][C:6]([C:11]([O-:13])=[O:12])=[CH:5]2.C([O-])([O-])=O.[Cs+].[Cs+].Cl[C:21]1[S:22][C:23]2[CH:29]=[CH:28][CH:27]=[CH:26][C:24]=2[N:25]=1>CS(C)=O>[S:22]1[C:23]2[CH:29]=[CH:28][CH:27]=[CH:26][C:24]=2[N:25]=[C:21]1[O:1][C:2]1[CH:3]=[C:4]2[C:8](=[CH:9][CH:10]=1)[NH:7][C:6]([C:11]([OH:13])=[O:12])=[CH:5]2 |f:1.2.3|. Procedure: To a suspension of 5-hydroxyindole-2-carboxylate (5 g, 28.2 mmol), Cs2CO3 (20 g, 62.1 mmol) in DMSO (56 mL) was added 2-chlorobenzthiazole (3.5 mL, 4.8 g, 28.2 mmol) and the resulting reaction mixture was heated (70° C., 2 d). The reaction mixture was cooled (rt) and partitioned with H2O and EtOAc (50 mL each). The aqueous layer was treated with concentrated HCl to form a solid. The suspension was filtered and the solid washed with H2O and dried in vacuo to provide the title compound as a brown ... Reactants: ClC1=NC=NC(=C1)OCC#CC (4-chloro-6-(2-butynyloxy)pyrimidine), C([O-])([O-])=O.[K+].[K+] (potassium carbonate), FC1=C(C=C(C=C1)F)O (2,5-difluorophenol), [Cl-].[NH4+] (ammonium chloride). Run in CN(C=O)C (N,N-dimethylformamide). Run at temperature 60 celsius, time 7 hour. The product is C(C#CC)OC1=NC=NC(=C1)OC1=C(C=CC(=C1)F)F (4-(2-butynyloxy)-6-(2,5-difluorophenoxy)pyrimidine). The yield is 85.9%. As a reaction SMILES: Cl[C:2]1[CH:7]=[C:6]([O:8][CH2:9][C:10]#[C:11][CH3:12])[N:5]=[CH:4][N:3]=1.C(=O)([O-])[O-].[K+].[K+].[F:19][C:20]1[CH:25]=[CH:24][C:23]([F:26])=[CH:22][C:21]=1[OH:27].[Cl-].[NH4+]>CN(C)C=O>[CH2:9]([O:8][C:6]1[CH:7]=[C:2]([O:27][C:21]2[CH:22]=[C:23]([F:26])[CH:24]=[CH:25][C:20]=2[F:19])[N:3]=[CH:4][N:5]=1)[C:10]#[C:11][CH3:12] |f:1.2.3,5.6|. Reported procedure: To 2 ml of N,N-dimethylformamide were added 0.2 g of 4-chloro-6-(2-butynyloxy)pyrimidine, 0.23 g of potassium carbonate, and 0.17 g of 2,5-difluorophenol, followed by stirring at 60° C. for 7 hours. The reaction mixture was then left for cooling to room temperature and poured into a saturated aqueous ammonium chloride solution, which was extracted three times with chloroform. The chloroform layers were combined, washed with diluted hydrochloric acid and then with water, and dried over anhydrous ... Procedure details: To a solution of Example 237E (0.25 g, 0.95 mmol) in anhydrous THF (5 mL) at −5° C. was slowly added a 1 M solution of p-chlorophenylmagnesium bromide in diethyl ether (2.85 mL, 2.85 mmol). The reaction was quench after 10 minutes with dropwise addition of water (1 mL) and partitioned between dichloromethane (25 mL) and 50% sat. aq NaHCO3 (50 mL). The aqueous phase was extracted with dichloromethane (25 mL) and the organic extracts combined, dried (Na2SO4), filtered, and concentrated. The residu... RXN SMILES: [CH:1]([C:3]1[CH:8]=[N:7][CH:6]=[C:5]2[S:9][C:10]([C:12]([O:14][C:15]([CH3:18])([CH3:17])[CH3:16])=[O:13])=[CH:11][C:4]=12)=[O:2].[Cl:19][C:20]1[CH:25]=[CH:24][C:23]([Mg]Br)=[CH:22][CH:21]=1.C(OCC)C>C1COCC1>[Cl:19][C:20]1[CH:25]=[CH:24][C:23]([CH:1]([OH:2])[C:3]2[CH:8]=[N:7][CH:6]=[C:5]3[S:9][C:10]([C:12]([O:14][C:15]([CH3:18])([CH3:17])[CH3:16])=[O:13])=[CH:11][C:4]=23)=[CH:22][CH:21]=1. Starting materials: C(=O)C1=C2C(=CN=C1)SC(=C2)C(=O)OC(C)(C)C (Dimethylethyl 4-formylthieno[2,3-c]pyridine-2-carboxylate), solution, ClC1=CC=C(C=C1)[Mg]Br (p-chlorophenylmagnesium bromide), C(C)OCC (diethyl ether). The solvent is C1CCOC1 (THF). The product is ClC1=CC=C(C=C1)C(C1=C2C(=CN=C1)SC(=C2)C(=O)OC(C)(C)C)O (Dimethylethyl 4-[(4-chlorophenyl)(hydroxy)methyl]thieno[2,3-c]pyridine-2-carboxylate).